From a dataset of the Open Reaction Database (ORD), a public repository of structured organic reaction records. describe an organic reaction: reactants, conditions, products, and yield The reactants are Cl.CN(CCCN=C=NCC)C (N-(3-dimethylaminopropyl)-N′-ethylcarbodiimide hydrochloride), O (Water), NC=1C=C(C=CC1N)C=1C=CC2=C(CN(CCO2)C(=O)OC(C)(C)C)C1 (1,1-dimethylethyl 7-(3,4-diaminophenyl)-2,3-dihydro-1,4-benzoxazepine-4(5H)-carboxylate), C(C)N=C=S (ethyl isothiocyanate), O (water). The solvent is C(C)(=O)OCC (ethyl acetate). Conditions: temperature 60 celsius. The product is C(C)NC1=NC2=C(N1)C=C(C=C2)C=2C=CC1=C(CN(CCO1)C(=O)OC(C)(C)C)C2 (1,1-dimethylethyl 7-[2-(ethylamino)-1H-benzimidazol-6-yl]-2,3-dihydro-1,4-benzoxazepine-4(5H)-carboxylate). Yield: 39.5%. As a reaction SMILES: [NH2:1][C:2]1[CH:3]=[C:4]([C:9]2[CH:10]=[CH:11][C:12]3[O:18][CH2:17][CH2:16][N:15]([C:19]([O:21][C:22]([CH3:25])([CH3:24])[CH3:23])=[O:20])[CH2:14][C:13]=3[CH:26]=2)[CH:5]=[CH:6][C:7]=1[NH2:8].[CH2:27]([N:29]=[C:30]=S)[CH3:28].O.Cl.CN(C)CCCN=C=NCC>C(OCC)(=O)C>[CH2:27]([NH:29][C:30]1[NH:1][C:2]2[CH:3]=[C:4]([C:9]3[CH:10]=[CH:11][C:12]4[O:18][CH2:17][CH2:16][N:15]([C:19]([O:21][C:22]([CH3:23])([CH3:25])[CH3:24])=[O:20])[CH2:14][C:13]=4[CH:26]=3)[CH:5]=[CH:6][C:7]=2[N:8]=1)[CH3:28] |f:3.4|. Procedure: A solution of 1,1-dimethylethyl 7-(3,4-diaminophenyl)-2,3-dihydro-1,4-benzoxazepine-4(5H)-carboxylate (750 mg, 2.10 mmol) in ethyl acetate (20 mL) was treated with ethyl isothiocyanate (184 uL, 2.10 mmol). The mixture was heated to 60° C. for 4.25 h. After cooling to rt, water was added and the layers were partitioned. The organic phase was washed once with saturated sodium bicarbonate, dried over magnesium sulfate, filtered, and concentrated. The residue was then dissolved in ethyl acetate (20 ... The reactants are C[Al](C)C, Cc1ccccc1, COCCN, CCOC(=O)c1n[nH]c2c(=O)[nH]c3cc(Cl)ccc3c(=O)c12. Product: COCCNC(=O)c1n[nH]c2c(=O)[nH]c3cc(Cl)ccc3c(=O)c12. Reaction SMILES: [CH3:1][Al:2]([CH3:3])[CH3:4].[CH3:32][c:33]1[cH:34][cH:35][cH:36][cH:37][cH:38]1.[CH3:5][O:6][CH2:7][CH2:8][NH2:9].[Cl:10][c:11]1[cH:12][c:13]2[c:14]([c:15](=[O:29])[c:16]3[c:17]([c:18](=[O:20])[nH:19]2)[nH:21][n:22][c:23]3[C:24](=[O:25])[O:26][CH2:27][CH3:28])[cH:30][cH:31]1>>[CH3:5][O:6][CH2:7][CH2:8][NH:9][C:24]([c:23]1[c:16]2[c:15](=[O:29])[c:14]3[c:13]([cH:12][c:11]([Cl:10])[cH:31][cH:30]3)[nH:19][c:18](=[O:20])[c:17]2[nH:21][n:22]1)=[O:25]. The reactants are O1CCN(CC1)C1CN(C1)C(=O)OC(C)(C)C (tert-butyl 3-morpholinoazetidine-1-carboxylate), Cl (HCl), O1CCOCC1 (dioxane). Solvent: C(Cl)Cl (DCM). Run at time 3 hour. Yields the product N1CC(C1)N1CCOCC1 (4-(azetidin-3-yl)morpholine). RXN SMILES: [O:1]1[CH2:6][CH2:5][N:4]([CH:7]2[CH2:10][N:9](C(OC(C)(C)C)=O)[CH2:8]2)[CH2:3][CH2:2]1.Cl.O1CCOCC1>C(Cl)Cl>[NH:9]1[CH2:10][CH:7]([N:4]2[CH2:5][CH2:6][O:1][CH2:2][CH2:3]2)[CH2:8]1. Procedure details: tert-butyl 3-morpholinoazetidine-1-carboxylate (31 mg) was treated with 4N HCl in dioxane (5 eq) in 1 mL of DCM. The reaction mixture was stirred for 3 hours at room temperature and then concentrated to dryness to yield 4-(azetidin-3-yl)morpholine in quantitative yield. 4-(6-(Bromomethyl)-2-chloropyrido[3,2-d]pyrimidin-4-yl)morpholine 7 (0.413 g) was reacted with 4-(azetidin-3-yl)morpholine via General Procedure B to afford 0.4 g 4-(1-((2-chloro-4-morpholinopyrido[3,2-d]pyrimidin-6-yl)methyl)aze...